This data is from the Open Reaction Database (ORD), a public repository of structured organic reaction records. The task is: describe an organic reaction: reactants, conditions, products, and yield Reactants: ClC1=C(C=C(CNC2=NC=NC3=C(C=C(C=C23)[N+](=O)[O-])C(=O)OC)C=C1)C(F)(F)F (Methyl 4-{[4-chloro-3-(trifluoromethyl)benzyl]amino}-6-nitroquinazoline-8-carboxylate), C1CCOC1 (THF), [Li+].[OH-] (LiOH), Cl (HCl). Run in O (Water). Product: ClC1=C(C=C(CNC2=NC=NC3=C(C=C(C=C23)[N+](=O)[O-])C(=O)O)C=C1)C(F)(F)F (4-{[4-chloro-3-(trifluoromethyl)benzyl]amino}-6-nitroquinazoline-8-carboxylic acid). Yield: 97.0%. RXN SMILES: [Cl:1][C:2]1[CH:26]=[CH:25][C:5]([CH2:6][NH:7][C:8]2[C:17]3[C:12](=[C:13]([C:21]([O:23]C)=[O:22])[CH:14]=[C:15]([N+:18]([O-:20])=[O:19])[CH:16]=3)[N:11]=[CH:10][N:9]=2)=[CH:4][C:3]=1[C:27]([F:30])([F:29])[F:28].C1COCC1.[Li+].[OH-].Cl>O>[Cl:1][C:2]1[CH:26]=[CH:25][C:5]([CH2:6][NH:7][C:8]2[C:17]3[C:12](=[C:13]([C:21]([OH:23])=[O:22])[CH:14]=[C:15]([N+:18]([O-:20])=[O:19])[CH:16]=3)[N:11]=[CH:10][N:9]=2)=[CH:4][C:3]=1[C:27]([F:30])([F:28])[F:29] |f:2.3|. Procedure details: Methyl 4-{[4-chloro-3-(trifluoromethyl)benzyl]amino}-6-nitroquinazoline-8-carboxylate (190 mg, 0.43 mmol) was treated with a mixture of 650 μL of THF and 650 μL of 2N LiOH (1.3 mmol, 3 equiv.)) at rt for 2 h. Water was added and pH was adjusted to ˜4 with 2N HCl. The precipitate was collected as the desired acid by filtration, and washing with water in 97% yield. 1HNMR (in DMSO): 4.95 (s, 2H), 7.69-7.74 (m, 2H), 7.94 (d, J=1.4 Hz, 1H), 8.81 (s, 1H), 9.02 (d, J=2.2 Hz, 1H), 9.62 (d, J=2.5 Hz, 1H)... Starting materials: O=Cc1ccc2c(c1)CCC2, COC(=S)c1cc(N)c(C)s1. RXN SMILES: [CH2:12]1[CH2:13][CH2:14][c:15]2[cH:16][c:17]([CH:21]=[O:22])[cH:18][cH:19][c:20]21.[NH2:1][c:2]1[cH:3][c:4]([C:8](=[S:9])[O:10][CH3:11])[s:5][c:6]1[CH3:7]>>[NH:1]([c:2]1[cH:3][c:4]([C:8](=[S:9])[O:10][CH3:11])[s:5][c:6]1[CH3:7])[c:17]1[cH:16][c:15]2[c:20]([cH:19][cH:18]1)[CH2:12][CH2:13][CH2:14]2. The product is COC(=S)c1cc(Nc2ccc3c(c2)CCC3)c(C)s1. Reactants: BrC1=CC=C(C=C1)N1C=CC2=CC(=CC=C12)OCCCCN(CC)CC ({4-[1-(4-Bromo-phenyl)-1H-indol-5-yloxy]-butyl}-diethyl-amine), [BH3-]C#N.[Na+] (NaCNBH3), CCOCC (Ether), [OH-].[Na+] (NaOH). The solvent is C(=O)(C(F)(F)F)O (TFA), O (water). The product is N (NH3), BrC1=CC=C(C=C1)N1CCC2=CC(=CC=C12)OCCCCN(CC)CC ({4-[1-(4-Bromo-phenyl)-2,3-dihydro-1H-indol-5-yloxy]-butyl}-diethyl-amine). Yield: 76.7%. Reaction SMILES: [Br:1][C:2]1[CH:7]=[CH:6][C:5]([N:8]2[C:16]3[C:11](=[CH:12][C:13]([O:17][CH2:18][CH2:19][CH2:20][CH2:21][N:22]([CH2:25][CH3:26])[CH2:23][CH3:24])=[CH:14][CH:15]=3)[CH:10]=[CH:9]2)=[CH:4][CH:3]=1.[BH3-]C#N.[Na+].CCOCC.[OH-].[Na+]>C(O)(C(F)(F)F)=O.O>[NH3:8].[Br:1][C:2]1[CH:3]=[CH:4][C:5]([N:8]2[C:16]3[C:11](=[CH:12][C:13]([O:17][CH2:18][CH2:19][CH2:20][CH2:21][N:22]([CH2:23][CH3:24])[CH2:25][CH3:26])=[CH:14][CH:15]=3)[CH2:10][CH2:9]2)=[CH:6][CH:7]=1 |f:1.2,4.5|. Procedure: 104 mg (0.25 mmol) {4-[1-(4-Bromo-phenyl)-1H-indol-5-yloxy]-butyl}-diethyl-amine in 1 ml TFA were treated with 32 mg (0.5 mmol) NaCNBH3 at 0° C. for 5 min and 30 min at RT. Ether and water were added, followed by 2M NaOH. The inorganic phase was extracted with ether, the combined organic phases were washed with water and dried over Na2SO4. Column chromatography on silica gel with CH2Cl2/MeOH 19:1-1%sat.NH3 in MeOH yielded 40 mg (38%) {4-[1-(4-Bromo-phenyl)-2,3-dihydro-1H-indol-5-yloxy]-butyl}-di... Starting materials: ClC=1C(=NC(=NC1)C(=O)N)NC1=NNC(=C1)C1CC1 (5-chloro-4-(5-cyclopropyl-1H-pyrazol-3-ylamino)pyrimidine-2-carboxamide), COC=1C=CC(=CC1)P2(=S)SP(=S)(S2)C=3C=CC(=CC3)OC (Lawesson's reagent). The solvent is C1(=CC=CC=C1)C (toluene), C1CCOC1 (THF). Run at temperature 50 celsius, time 17 hour. Yields the product ClC=1C(=NC(=NC1)C(N)=S)NC1=NNC(=C1)C1CC1 (5-chloro-4-(5-cyclopropyl-1H-pyrazol-3-ylamino)pyrimidine-2-carbothioamide). As a reaction SMILES: [Cl:1][C:2]1[C:3]([NH:11][C:12]2[CH:16]=[C:15]([CH:17]3[CH2:19][CH2:18]3)[NH:14][N:13]=2)=[N:4][C:5]([C:8]([NH2:10])=O)=[N:6][CH:7]=1.COC1C=CC(P2(SP(C3C=CC(OC)=CC=3)(=S)S2)=[S:29])=CC=1>C1(C)C=CC=CC=1.C1COCC1>[Cl:1][C:2]1[C:3]([NH:11][C:12]2[CH:16]=[C:15]([CH:17]3[CH2:19][CH2:18]3)[NH:14][N:13]=2)=[N:4][C:5]([C:8](=[S:29])[NH2:10])=[N:6][CH:7]=1. Procedure details: A mixture of 5-chloro-4-(5-cyclopropyl-1H-pyrazol-3-ylamino)pyrimidine-2-carboxamide (500 mg, 1.79 mmol) and Lawesson's reagent (1.45 g, 3.58 mmol, 2.0 eq) in toluene (30 ml) and THF (20 ml) was stirred at 50° C. for 17 h, and then, concentrated. The residue was recrystallized with toluene to give the crude 5-chloro-4-(5-cyclopropyl-1H-pyrazol-3-ylamino)pyrimidine-2-carbothioamide (2.3 g, directly used for the next step). LC-MS (m/z)=295.0 [M+H]+. Reactants: C(C)(C)(C)OC(N[C@@H](CC(C)(C)C)CN(C)C)=O (((S)-1-dimethylaminomethyl-3,3-dimethyl-butyl)-carbamic acid tert-butyl ester), Cl.C(C)(=O)OCC (HCl ethyl acetate). The product is Cl.CC(C[C@@H](CN(C)C)N)(C)C ((S)-4,4,N1,N1-tetramethyl-pentane-1,2-diamine hydrochloride salt). As a reaction SMILES: C(OC(=O)[NH:7][C@H:8]([CH2:14][N:15]([CH3:17])[CH3:16])[CH2:9][C:10]([CH3:13])([CH3:12])[CH3:11])(C)(C)C.[ClH:19].C(OCC)(=O)C>>[ClH:19].[CH3:11][C:10]([CH3:13])([CH3:12])[CH2:9][C@H:8]([NH2:7])[CH2:14][N:15]([CH3:17])[CH3:16] |f:1.2,3.4|. Reported procedure: A solution of ((S)-1-dimethylaminomethyl-3,3-dimethyl-butyl)-carbamic acid tert-butyl ester (1.6 g, 6.20 mmol, 1.0 equiv.) in dry HCl-ethyl acetate (31 mL) was stirred overnight at room temperature under nitrogen. Ethyl acetate was distilled off under reduced pressure to give crude (S)-4,4,N1,N1-tetramethyl-pentane-1,2-diamine hydrochloride salt (1.4 g) as a white solid. Starting materials: C[Si](C)(C)[N-][Si](C)(C)C.[K+] (KHMDS), solution, C1(=C(C(=CC(=C1)C)C)PC1=C(C=C(C=C1C)C)C)C (dimesitylphosphine), C(C)OC(CBr)OCC (bromoacetaldehyde diethylacetal), [PH2-].[K+].[K+].[K+] (potassium phosphide). Solvent: C1(=CC=CC=C1)C (toluene), C1CCOC1 (THF). Reaction conditions: temperature -78 celsius, time 5 minute. Product: C1(=C(C(=CC(=C1)C)C)P(C1=C(C=C(C=C1C)C)C)CC=O)C ((Dimesitylphosphino)acetaldehyde). As a reaction SMILES: C[Si]([N-][Si](C)(C)C)(C)C.[K+].[C:11]1([CH3:29])[CH:16]=[C:15]([CH3:17])[CH:14]=[C:13]([CH3:18])[C:12]=1[PH:19][C:20]1[C:25]([CH3:26])=[CH:24][C:23]([CH3:27])=[CH:22][C:21]=1[CH3:28].[CH2:30]([O:32]C(OCC)CBr)[CH3:31].[PH2-].[K+].[K+].[K+]>C1(C)C=CC=CC=1.C1COCC1>[C:11]1([CH3:29])[CH:16]=[C:15]([CH3:17])[CH:14]=[C:13]([CH3:18])[C:12]=1[P:19]([CH2:31][CH:30]=[O:32])[C:20]1[C:21]([CH3:28])=[CH:22][C:23]([CH3:27])=[CH:24][C:25]=1[CH3:26] |f:0.1,4.5.6.7|. Procedure: KHMDS (35 mL of a 0.5 M solution in toluene, 17.5 mmol, Aldrich) 35 was added to a solution of dimesitylphosphine (4.1 g, 15.8 mmol) in THF (50 mL) at −78° C. After stirring for 20 min at −78° C. bromoacetaldehyde diethylacetal (2.85 mL, 19 mmol, Aldrich) was added dropwise to the solution of potassium phosphide. The solution was stirred for 5 min at −78° C., warmed to RT and stirred for 30 min at RT. Assay by 31P-NMR (crude reaction mixture) showed the formation of product (−29.5 ppm). The solv... The reactants are C(#N)C=1C=C(C=CC1)CN1NC(=C2C1=NC(=NC2=O)C2=CC=NC=C2)C (1-(3-cyanophenylmethyl)-3-methyl-6-(4-pyridyl)-pyrazolo[3,4-d]pyrimidin-4-one), [OH-].[Na+] (NaOH), C(C)O (ethanol). Product: C(=O)(O)C=1C=C(C=CC1)CN1NC(=C2C1=NC(=NC2=O)C2=CC=NC=C2)C (1-(3-carboxyphenylmethyl)-3-methyl-6-(4-pyridyl)-pyrazolo[3,4-d]pyrimidin-4-one). Isolated yield 25.0%. Reaction SMILES: [C:1]([C:3]1[CH:4]=[C:5]([CH2:9][N:10]2[C:14]3=[N:15][C:16]([C:20]4[CH:25]=[CH:24][N:23]=[CH:22][CH:21]=4)=[N:17][C:18](=[O:19])[C:13]3=[C:12]([CH3:26])[NH:11]2)[CH:6]=CC=1)#N.[OH-:27].[Na+].[CH2:29]([OH:31])[CH3:30]>>[C:29]([C:30]1[CH:6]=[C:5]([CH2:9][N:10]2[C:14]3=[N:15][C:16]([C:20]4[CH:25]=[CH:24][N:23]=[CH:22][CH:21]=4)=[N:17][C:18](=[O:19])[C:13]3=[C:12]([CH3:26])[NH:11]2)[CH:4]=[CH:3][CH:1]=1)([OH:27])=[O:31] |f:1.2|. Procedure: A mixture of 1-(3-cyanophenylmethyl)-3-methyl-6-(4-pyridyl)-pyrazolo[3,4-d]pyrimidin-4-one (3.4 g, 10.2 mmol), 10M NaOH (100 ml) and ethanol (100 ml) was refluxed for 7 hours. The mixture was filtered hot, the filtrate was cooled in an ice-bath for 30 minutes and neutralized with acetic acid. The product was collected by filtration and washed with water, ethanol and ether. The solid residue was digested in methanol and the product was collected by filtration and washed with ether. The product wa... The reactants are CC#N, O=C(c1ccc(F)c([N+](=O)[O-])c1)N(CC(F)(F)F)CC(F)(F)F, NCc1ccncc1. The product is O=C(c1ccc(NCc2ccncc2)c([N+](=O)[O-])c1)N(CC(F)(F)F)CC(F)(F)F. As a reaction SMILES: [CH3:32][C:33]#[N:34].[F:1][c:2]1[c:3]([N+:21](=[O:22])[O-:23])[cH:4][c:5]([C:6](=[O:7])[N:8]([CH2:9][C:10]([F:11])([F:12])[F:13])[CH2:14][C:15]([F:16])([F:17])[F:18])[cH:19][cH:20]1.[NH2:24][CH2:25][c:26]1[cH:27][cH:28][n:29][cH:30][cH:31]1>>[c:2]1([NH:24][CH2:25][c:26]2[cH:27][cH:28][n:29][cH:30][cH:31]2)[c:3]([N+:21](=[O:22])[O-:23])[cH:4][c:5]([C:6](=[O:7])[N:8]([CH2:9][C:10]([F:11])([F:12])[F:13])[CH2:14][C:15]([F:16])([F:17])[F:18])[cH:19][cH:20]1.